The task is: describe an organic reaction: reactants, conditions, products, and yield. This data is from the Open Reaction Database (ORD), a public repository of structured organic reaction records. Starting materials: COC=1C=C(C=CC1)C12CCC(C(NC1=O)C2)=NN (1-(3-methoxyphenyl)-6-azabicyclo[3,2,1]octane-4,7-dione-4-hydrazone), CC(C)([O-])C.[K+] (potassium tert.-butoxide), C1(=CC=CC=C1)C (toluene). Solvent: O (water). The product is COC=1C=C(C=CC1)C12CCCC(NC1=O)C2 (1-(3-methoxyphenyl)-6-azabicyclo[3,2,1]octane-7-one). The yield is 90.9%. As a reaction SMILES: [CH3:1][O:2][C:3]1[CH:4]=[C:5]([C:9]23[CH2:17][CH:13]([NH:14][C:15]2=[O:16])[C:12](=NN)[CH2:11][CH2:10]3)[CH:6]=[CH:7][CH:8]=1.CC(C)([O-])C.[K+].C1(C)C=CC=CC=1>O>[CH3:1][O:2][C:3]1[CH:4]=[C:5]([C:9]23[CH2:17][CH:13]([NH:14][C:15]2=[O:16])[CH2:12][CH2:11][CH2:10]3)[CH:6]=[CH:7][CH:8]=1 |f:1.2|. Procedure: A mixture of 21.73 g of 1-(3-methoxyphenyl)-6-azabicyclo[3,2,1]octane-4,7-dione, 4.9 g of hydrazine hydrate and 170 ml of ethanol is refluxed for 1 hour. After cooling, the mixture is evaporated under reduced pressure to remove solvent. The residue thus obtained is dispersed in benzene and then filtered to give 21.64 g of 1-(3-methoxyphenyl)-6-azabicyclo[3,2,1]octane-4,7-dione-4-hydrazone as crude crystals. A mixture of 21.64 g of 1-(3-methoxyphenyl)-6-azabicyclo[3,2,1]octane-4,7-dione-4-hydrazo... Starting materials: C(C)(C)(C)OC(=O)N1CCC(CC1)O (1-tert-butoxycarbonyl-4-hydroxypiperidine), SC=1SC=CN1 (2-mercaptothiazole). Yields the product C(C)(C)(C)OC(=O)N1CCC(CC1)SC=1SC=CN1 (1-tert-Butoxycarbonyl-4-(2-thiazolylthio)piperidine). Reaction SMILES: [C:1]([O:5][C:6]([N:8]1[CH2:13][CH2:12][CH:11](O)[CH2:10][CH2:9]1)=[O:7])([CH3:4])([CH3:3])[CH3:2].[SH:15][C:16]1[S:17][CH:18]=[CH:19][N:20]=1>>[C:1]([O:5][C:6]([N:8]1[CH2:13][CH2:12][CH:11]([S:15][C:16]2[S:17][CH:18]=[CH:19][N:20]=2)[CH2:10][CH2:9]1)=[O:7])([CH3:4])([CH3:3])[CH3:2]. Procedure details: By a similar manner to Reference Example 35, 1-tert-butoxycarbonyl-4-hydroxypiperidine (1.01 g, 5.0 mmol) was reacted with 2-mercaptothiazole (0.70 g, 6.0 mmol) to give the titled compound as pale yellow oily substance (1.33 g, 89%). Starting materials: CC(C)(C)OC(=O)COc1cccc2c1CCCC2=O, [BH3-]C#N, CC(=O)[O-], CO, [NH4+], [Na+]. Product: CC(C)(C)OC(=O)COc1cccc2c1CCCC2N. RXN SMILES: [C:1]([CH3:2])([CH3:3])([CH3:4])[O:5][C:6]([CH2:7][O:8][c:9]1[cH:10][cH:11][cH:12][c:13]2[c:18]1[CH2:17][CH2:16][CH2:15][C:14]2=[O:19])=[O:20].[C:26](#[N:27])[BH3-:28].[CH3:22][C:23](=[O:24])[O-:25].[CH3:30][OH:31].[NH4+:21].[Na+:29]>>[C:1]([CH3:2])([CH3:3])([CH3:4])[O:5][C:6]([CH2:7][O:8][c:9]1[cH:10][cH:11][cH:12][c:13]2[c:18]1[CH2:17][CH2:16][CH2:15][CH:14]2[NH2:27])=[O:20]. The reactants are CC(=O)O[BH-](OC(C)=O)OC(C)=O, CC(=O)O, ClCCCl, COC(=O)c1c(C)c(N)cc(Br)c1F, [Na+], [Na+], O=C([O-])O, O=C1CCOCC1, O. Yields the product COC(=O)c1c(C)c(NC2CCOCC2)cc(Br)c1F. Reaction SMILES: [C:26]([O:27][BH-:28]([O:29][C:30](=[O:31])[CH3:32])[O:33][C:34](=[O:35])[CH3:36])(=[O:37])[CH3:38].[CH3:22][C:23](=[O:24])[OH:25].[Cl:45][CH2:46][CH2:47][Cl:48].[NH2:1][c:2]1[c:3]([CH3:14])[c:4]([C:5](=[O:6])[O:7][CH3:8])[c:9]([F:13])[c:10]([Br:12])[cH:11]1.[Na+:39].[Na+:44].[O-:40][C:41]([OH:42])=[O:43].[O:15]1[CH2:16][CH2:17][C:18](=[O:21])[CH2:19][CH2:20]1.[OH2:49]>>[NH:1]([c:2]1[c:3]([CH3:14])[c:4]([C:5](=[O:6])[O:7][CH3:8])[c:9]([F:13])[c:10]([Br:12])[cH:11]1)[CH:18]1[CH2:17][CH2:16][O:15][CH2:20][CH2:19]1. Starting materials: ClCCl, O=CN1CCOCC1, [NH4+], C1=Cc2cc(Oc3ccccc3)ccc2OC1, [OH-], O=P(Cl)(Cl)Cl. The product is O=CC1=Cc2cc(Oc3ccccc3)ccc2OC1. As a reaction SMILES: [CH2:33]([Cl:34])[Cl:35].[CH:18](=[O:19])[N:20]1[CH2:21][CH2:22][O:23][CH2:24][CH2:25]1.[NH4+:31].[O:1]([c:2]1[cH:3][cH:4][cH:5][cH:6][cH:7]1)[c:8]1[cH:9][cH:10][c:11]2[c:12]([cH:17]1)[CH:13]=[CH:14][CH2:15][O:16]2.[OH-:32].[P:26]([Cl:27])([Cl:28])([Cl:29])=[O:30]>>[O:1]([c:2]1[cH:3][cH:4][cH:5][cH:6][cH:7]1)[c:8]1[cH:9][cH:10][c:11]2[c:12]([cH:17]1)[CH:13]=[C:14]([CH:18]=[O:19])[CH2:15][O:16]2. The reactants are BrC1=C(OC2=NC=C(C=N2)NC2=NN=C(C3=CC=CC=C23)C2=CC=CC=C2)C=CC=C1 (N-(2-(2-bromophenoxy)pyrimidin-5-yl)-4-phenylphthalazin-1-amine), N1=CC=C(C=C1)B(O)O (pyridin-4-ylboronic acid), C([O-])([O-])=O.[Na+].[Na+] (sodium carbonate), O1CCOCC1 (1,4-dioxane). Reagents/catalysts: C1=CC=C(C=C1)P(C2=CC=CC=C2)[C]3[CH][CH][CH][CH]3.C1=CC=C(C=C1)P(C2=CC=CC=C2)[C]3[CH][CH][CH][CH]3.Cl[Pd]Cl.[Fe] (Pd(DPPF)Cl2). Solvent: CCOC(=O)C (EtOAc), O (water). Run at time 5 minute. The product is C1(=CC=CC=C1)C1=NN=C(C2=CC=CC=C12)NC=1C=NC(=NC1)OC1=C(C=CC=C1)C1=CC=NC=C1 (4-Phenyl-N-(2-(2-(pyridin-4-yl)phenoxy)pyrimidin-5-yl)phthalazin-1-amine). RXN SMILES: Br[C:2]1[CH:31]=[CH:30][CH:29]=[CH:28][C:3]=1[O:4][C:5]1[N:10]=[CH:9][C:8]([NH:11][C:12]2[C:21]3[C:16](=[CH:17][CH:18]=[CH:19][CH:20]=3)[C:15]([C:22]3[CH:27]=[CH:26][CH:25]=[CH:24][CH:23]=3)=[N:14][N:13]=2)=[CH:7][N:6]=1.[N:32]1[CH:37]=[CH:36][C:35](B(O)O)=[CH:34][CH:33]=1.C(=O)([O-])[O-].[Na+].[Na+].O1CCOCC1>CCOC(C)=O.O.C1C=CC(P([C]2[CH][CH][CH][CH]2)C2C=CC=CC=2)=CC=1.C1C=CC(P([C]2[CH][CH][CH][CH]2)C2C=CC=CC=2)=CC=1.Cl[Pd]Cl.[Fe]>[C:22]1([C:15]2[C:16]3[C:21](=[CH:20][CH:19]=[CH:18][CH:17]=3)[C:12]([NH:11][C:8]3[CH:7]=[N:6][C:5]([O:4][C:3]4[CH:28]=[CH:29][CH:30]=[CH:31][C:2]=4[C:35]4[CH:36]=[CH:37][N:32]=[CH:33][CH:34]=4)=[N:10][CH:9]=3)=[N:13][N:14]=2)[CH:27]=[CH:26][CH:25]=[CH:24][CH:23]=1 |f:2.3.4,8.9.10.11,^1:64,65,66,67,68,82,83,84,85,86|. Reported procedure: In an argon-purged sealed tube, N-(2-(2-bromophenoxy)pyrimidin-5-yl)-4-phenylphthalazin-1-amine (150 mg, 319 μmol), pyridin-4-ylboronic acid (157 mg, 1.27 μmol), Pd(DPPF)Cl2 (47 mg, 64 μmol), sodium carbonate (239 μl, 478 μmol), and 1,4-dioxane (1.60 ml, 319 μmol) were added. The reaction was stirred at RT for 5 min. The tube was sealed and heated to 100° C. for 18 h. After 16 h, the reaction was cooled to RT, diluted with EtOAc and 10 mL of water. The product was extracted into EtOAc. The organ... The reactants are C1(CCCCC1)C(=O)O (1-cyclohexyl-carboxylic acid), C(C=C)Cl (allyl chloride). The solvent is O1CCCC1 (THF). Run at temperature -20 celsius, time 2 hour. Product: C(C=C)C1(CCCCC1)C(=O)O (1-allyl-1-cyclohexylcarboxylic acid). Yield: 57.0%. Reaction SMILES: [CH:1]1([C:7]([OH:9])=[O:8])[CH2:6][CH2:5][CH2:4][CH2:3][CH2:2]1.[CH2:10](Cl)[CH:11]=[CH2:12]>O1CCCC1>[CH2:12]([C:1]1([C:7]([OH:9])=[O:8])[CH2:6][CH2:5][CH2:4][CH2:3][CH2:2]1)[CH:11]=[CH2:10]. Procedure: 300 cm3 of dry tetrahydrofuran (THF) and 40 g of diisopropylamine redistilled over calcium hydride were introduced into a 1 liter three-necked flask fitted with a condenser closed with a calcium chloride guard tube, a low-temperature thermometer, a mechanical stirrer and a nitrogen inlet tube. The solution was cooled to -20° C. and 220 cm3 of a 1.47 M solution of butyl-lithium in hexane were added. The addition was made in the course of 1 hour; the temperature of the mixture was kept at -10° C. ... Reactants: N (ammonia), P(=O)([O-])([O-])[O-].[B+3] (boron phosphate), C(C=1C(O)=CC=CC1)(=O)OCCCCCCCC (Octyl salicylate), N (ammonia), C(C=1C(O)=CC=CC1)(=O)OCCCCCCCC (octyl salicylate). The reagents and catalysts are supported catalyst. Reaction conditions: time 11 second. Product: OC1=C(C#N)C=CC=C1 (o-hydroxybenzonitrile), C(C=1C(O)=CC=CC1)(=O)OCCCCCCCC (octyl salicylate). As a reaction SMILES: P([O-])([O-])([O-])=O.[B+3].[C:7]([O:16][CH2:17][CH2:18][CH2:19][CH2:20][CH2:21][CH2:22][CH2:23][CH3:24])(=[O:15])[C:8]1[C:9](=[CH:11][CH:12]=[CH:13][CH:14]=1)[OH:10].[NH3:25]>>[OH:10][C:9]1[CH:11]=[CH:12][CH:13]=[CH:14][C:8]=1[C:7]#[N:25].[C:7]([O:16][CH2:17][CH2:18][CH2:19][CH2:20][CH2:21][CH2:22][CH2:23][CH3:24])(=[O:15])[C:8]1[C:9](=[CH:11][CH:12]=[CH:13][CH:14]=1)[OH:10] |f:0.1|. Reported procedure: A reaction tube having an inside diameter of 5 cm was filled with 293 g of a supported catalyst composed of 3.75% by weight of boron phosphate (P2O5 /B2O3 mole ratio=1) deposited on an alumina carrier spherical alumina carrier having a pore diameter of about 1 micron. Octyl salicylate and ammonia were introduced into the reaction tube at a rate of 108.9 g/hr and 148 g/hr, respectively, and reacted in the vapor phase at 415° C. The mole ratio of ammonia to octyl salicylate in the gaseous mixture ... Starting materials: CC(=O)SC1CC(C(=O)O)N(S(=O)(=O)c2ccc3ccccc3c2)C1, CN1CCOCC1, CNCC(=O)N(C)c1ccc(C(=O)OC)cc1, ClCCl. Yields the product COC(=O)c1ccc(N(C)C(=O)CNC(=O)C2CC(SC(C)=O)CN2S(=O)(=O)c2ccc3ccccc3c2)cc1. RXN SMILES: [C:1]([CH3:2])(=[O:3])[S:4][CH:5]1[CH2:6][CH:7]([C:23]([OH:24])=[O:25])[N:8]([S:10](=[O:11])(=[O:12])[c:13]2[cH:14][c:15]3[cH:16][cH:17][cH:18][cH:19][c:20]3[cH:21][cH:22]2)[CH2:9]1.[CH3:26][N:27]1[CH2:28][CH2:29][O:30][CH2:31][CH2:32]1.[CH3:33][O:34][C:35]([c:36]1[cH:37][cH:38][c:39]([N:42]([C:43]([CH2:44][NH:45][CH3:46])=[O:47])[CH3:48])[cH:40][cH:41]1)=[O:49].[Cl:50][CH2:51][Cl:52]>>[C:1]([CH3:2])(=[O:3])[S:4][CH:5]1[CH2:6][CH:7]([C:46](=[O:30])[NH:45][CH2:44][C:43]([N:42]([c:39]2[cH:38][cH:37][c:36]([C:35]([O:34][CH3:33])=[O:49])[cH:41][cH:40]2)[CH3:48])=[O:47])[N:8]([S:10](=[O:11])(=[O:12])[c:13]2[cH:14][c:15]3[cH:16][cH:17][cH:18][cH:19][c:20]3[cH:21][cH:22]2)[CH2:9]1.